From a dataset of the Open Reaction Database (ORD), a public repository of structured organic reaction records. describe an organic reaction: reactants, conditions, products, and yield Starting materials: [Al+3], BrBr, O=C([O-])O, CC(C)c1ccccc1C=O, [Cl-], [Cl-], [Cl-], ClCCl, [Na+]. Product: CC(C)c1ccc(Br)cc1C=O. RXN SMILES: [Al+3:13].[Br:16][Br:17].[C:18](=[O:19])([OH:20])[O-:21].[CH:1]([CH3:2])([CH3:3])[c:4]1[c:5]([CH:6]=[O:7])[cH:8][cH:9][cH:10][cH:11]1.[Cl-:12].[Cl-:14].[Cl-:15].[Cl:23][CH2:24][Cl:25].[Na+:22]>>[CH:1]([CH3:2])([CH3:3])[c:4]1[c:5]([CH:6]=[O:7])[cH:8][c:9]([Br:16])[cH:10][cH:11]1.